This data is from the Open Reaction Database (ORD), a public repository of structured organic reaction records. The task is: describe an organic reaction: reactants, conditions, products, and yield Starting materials: Cc1cc(C)cc(Sc2c(C(C)C)nc(C)n2COCCO)c1, COC1(OC)CCCCC1. Yields the product COC1(OCCOCn2c(C)nc(C(C)C)c2Sc2cc(C)cc(C)c2)CCCCC1. RXN SMILES: [CH3:1][c:2]1[cH:3][c:4]([S:9][c:10]2[c:11]([CH:21]([CH3:22])[CH3:23])[n:12][c:13]([CH3:20])[n:14]2[CH2:15][O:16][CH2:17][CH2:18][OH:19])[cH:5][c:6]([CH3:8])[cH:7]1.[CH3:24][O:25][C:26]1([O:32][CH3:33])[CH2:27][CH2:28][CH2:29][CH2:30][CH2:31]1>>[CH3:1][c:2]1[cH:3][c:4]([S:9][c:10]2[c:11]([CH:21]([CH3:22])[CH3:23])[n:12][c:13]([CH3:20])[n:14]2[CH2:15][O:16][CH2:17][CH2:18][O:19][C:26]2([O:25][CH3:24])[CH2:27][CH2:28][CH2:29][CH2:30][CH2:31]2)[cH:5][c:6]([CH3:8])[cH:7]1. Reactants: COC(=O)c1ccc2cc(C3(C)CC3)ccc2c1, CO, [Na+], [OH-]. Product: CC1(c2ccc3cc(C(=O)O)ccc3c2)CC1. As a reaction SMILES: [CH3:1][C:2]1([c:5]2[cH:6][c:7]3[cH:8][cH:9][c:10]([C:15](=[O:16])[O:17][CH3:18])[cH:11][c:12]3[cH:13][cH:14]2)[CH2:3][CH2:4]1.[CH3:21][OH:22].[Na+:20].[OH-:19]>>[CH3:1][C:2]1([c:5]2[cH:6][c:7]3[cH:8][cH:9][c:10]([C:15](=[O:16])[OH:17])[cH:11][c:12]3[cH:13][cH:14]2)[CH2:3][CH2:4]1. Reactants: CN1C2CN(CC1CC2)C2=CC=C(N=N2)C#CC2=CC=C(C=C2)N (4-[6-(8-methyl-3,8-diaza-bicyclo[3.2.1]oct-3-yl)-pyridazin-3-ylethynyl]-phenylamine), C(C)N=C=O (ethylisocyanate). The product is C(C)NC(=O)NC1=CC=C(C=C1)C#CC=1N=NC(=CC1)N1CC2CCC(C1)N2C (1-Ethyl-3-{4-[6-(8-methyl-3,8-diaza-bicyclo[3.2.1]oct-3-yl)-pyridazin-3-ylethynyl]-phenyl}-urea). As a reaction SMILES: [CH3:1][N:2]1[CH:7]2[CH2:8][CH2:9][CH:3]1[CH2:4][N:5]([C:10]1[N:15]=[N:14][C:13]([C:16]#[C:17][C:18]3[CH:23]=[CH:22][C:21]([NH2:24])=[CH:20][CH:19]=3)=[CH:12][CH:11]=1)[CH2:6]2.[CH2:25]([N:27]=[C:28]=[O:29])[CH3:26]>>[CH2:25]([NH:27][C:28]([NH:24][C:21]1[CH:20]=[CH:19][C:18]([C:17]#[C:16][C:13]2[N:14]=[N:15][C:10]([N:5]3[CH2:6][CH:7]4[N:2]([CH3:1])[CH:3]([CH2:9][CH2:8]4)[CH2:4]3)=[CH:11][CH:12]=2)=[CH:23][CH:22]=1)=[O:29])[CH3:26]. Procedure details: Was prepared according to Method F from 4-[6-(8-methyl-3,8-diaza-bicyclo[3.2.1]oct-3-yl)-pyridazin-3-ylethynyl]-phenylamine and ethylisocyanate. Mp 269° C. LC-ESI-HRMS of [M+H]+ shows 391.2253 Da. Calc. 391.224634 Da, dev. 1.7 ppm. Reactants: NC=1SC2=C(N1)C=CC(=C2)OC=2C=C(C=CC2OC)NC(C2=CC(=CC=C2)C2(CC2)C#N)=O (N-{3-[(2-amino-1,3-benzothiazol-6-yl)oxy]-4-methoxyphenyl}-3-(1-cyanocyclopropyl)benzamide), C(C)(=O)OCC(=O)Cl (2-chloro-2-oxoethyl acetate), O (water). The solvent is CN(C=O)C (N,N-dimethylformamide). Conditions: time 18 hour. Product: C(#N)C1(CC1)C=1C=C(C(=O)NC2=CC(=C(C=C2)OC)OC2=CC3=C(N=C(S3)NC(CO)=O)C=C2)C=CC1 (3-(1-cyanocyclopropyl)-N-(3-{[2-(glycoloylamino)-1,3-benzothiazol-6-yl]oxy}-4-methoxyphenyl)benzamide). The yield is 21.4%. Reaction SMILES: [NH2:1][C:2]1[S:3][C:4]2[CH:10]=[C:9]([O:11][C:12]3[CH:13]=[C:14]([NH:20][C:21](=[O:33])[C:22]4[CH:27]=[CH:26][CH:25]=[C:24]([C:28]5([C:31]#[N:32])[CH2:30][CH2:29]5)[CH:23]=4)[CH:15]=[CH:16][C:17]=3[O:18][CH3:19])[CH:8]=[CH:7][C:5]=2[N:6]=1.C([O:37][CH2:38][C:39](Cl)=[O:40])(=O)C.O>CN(C)C=O>[C:31]([C:28]1([C:24]2[CH:23]=[C:22]([CH:27]=[CH:26][CH:25]=2)[C:21]([NH:20][C:14]2[CH:15]=[CH:16][C:17]([O:18][CH3:19])=[C:12]([O:11][C:9]3[CH:8]=[CH:7][C:5]4[N:6]=[C:2]([NH:1][C:38](=[O:37])[CH2:39][OH:40])[S:3][C:4]=4[CH:10]=3)[CH:13]=2)=[O:33])[CH2:30][CH2:29]1)#[N:32]. Reported procedure: A solution of N-{3-[(2-amino-1,3-benzothiazol-6-yl)oxy]-4-methoxyphenyl}-3-(1-cyanocyclopropyl)benzamide (91 mg, 0.20 mmol) produced in Example A18(iv) and 2-chloro-2-oxoethyl acetate (137 mg, 1.00 mmol) in N,N-dimethylformamide (2 mL) was stirred at room temperature for 18 hr. The reaction mixture was poured into water and the mixture was extracted with ethyl acetate. The organic layer was dried over anhydrous magnesium sulfate, and the solvent was evaporated under reduced pressure. The residue... The reactants are C(=O)(C(=O)OCC)N1C(CCC2CC=CC=C12)C=CC(=O)OCC (N-Ethoxalyl-2-ethoxycarbonylethenyltetrahydroquinoline), [H][H] (hydrogen). Reagents/catalysts: [Pd] (palladium on carbon). The solvent is C(C)O (ethanol). The product is C(=O)(C(=O)OCC)N1C(CCC2CC=CC=C12)CCC(=O)OCC (N-ethoxalyl-2-ethoxycarbonylethyltetrahydroquinoline). Yield: 94.4%. RXN SMILES: [C:1]([N:8]1[C:17]2[CH:12]([CH2:13][CH:14]=[CH:15][CH:16]=2)[CH2:11][CH2:10][CH:9]1[CH:18]=[CH:19][C:20]([O:22][CH2:23][CH3:24])=[O:21])([C:3]([O:5][CH2:6][CH3:7])=[O:4])=[O:2].[H][H]>C(O)C.[Pd]>[C:1]([N:8]1[C:17]2[CH:12]([CH2:13][CH:14]=[CH:15][CH:16]=2)[CH2:11][CH2:10][CH:9]1[CH2:18][CH2:19][C:20]([O:22][CH2:23][CH3:24])=[O:21])([C:3]([O:5][CH2:6][CH3:7])=[O:4])=[O:2]. Procedure details: N-Ethoxalyl-2-ethoxycarbonylethenyltetrahydroquinoline (4 g, 12.1 mmol) in ethanol (100 mL) was hydrogenated over 10% palladium on carbon (500 mL) under atmospheric pressure of hydrogen for 1.5 h at room temperature. The mixture was filtered through celite and the filtrate was concentrated to give 3.83 g of N-ethoxalyl-2-ethoxycarbonylethyltetrahydroquinoline (95%): 1H NMR (270 MHz, CDCl3) δ7.03~7.19 (m, 4H), 4.78 (m, 1H), 4.11(q, 4H, J 7 Hz), 2.73 (t, 2H, J=6 Hz), 2.47 (m, 1H), 1.69 (m, 1H), 1.... Starting materials: C(C)N(C(=O)N1CC2=C(CC1)NN=C2C2=NC1=C(N2)C=C(C(=C1)C)C)CC (3-(5,6-Dimethyl-1H-benzoimidazol-2-yl)-1,4,6,7-tetrahydro-pyrazolo[4,3-c]pyridine-5-carboxylic acid diethylamide), ( ii ), ClC1=CC2=C(NC(=N2)C2=NNC3=C2CNCC3)C=C1C (3-(5-chloro-6-methyl-1H-benzoimidazol-2-yl)-4,5,6,7-tetrahydro-1H-pyrazolo[4,3-c]pyridine), C(C)N(C(=O)Cl)CC (diethylcarbamyl chloride). The product is C(C)N(C(=O)N1CC2=C(CC1)NN=C2C2=NC1=C(N2)C=C(C(=C1)Cl)C)CC (3-(5-Chloro-6-methyl-1H-benzoimidazol-2-yl)-1,4,6,7-tetrahydro-pyrazolo[4,3-c]pyridine-5-carboxylic acid diethylamide). Reaction SMILES: [CH2:1]([N:3]([CH2:26][CH3:27])[C:4]([N:6]1[CH2:11][CH2:10][C:9]2[NH:12][N:13]=[C:14]([C:15]3[NH:19][C:18]4[CH:20]=[C:21]([CH3:25])[C:22](C)=[CH:23][C:17]=4[N:16]=3)[C:8]=2[CH2:7]1)=[O:5])[CH3:2].[Cl:28]C1C(C)=CC2NC(C3C4CNCCC=4NN=3)=NC=2C=1.C(N(CC)C(Cl)=O)C>>[CH2:1]([N:3]([CH2:26][CH3:27])[C:4]([N:6]1[CH2:11][CH2:10][C:9]2[NH:12][N:13]=[C:14]([C:15]3[NH:19][C:18]4[CH:20]=[C:21]([CH3:25])[C:22]([Cl:28])=[CH:23][C:17]=4[N:16]=3)[C:8]=2[CH2:7]1)=[O:5])[CH3:2]. Procedure details: By proceeding in a manner similar to Example 258(a) above but (i) using 3-(5-chloro-6-methyl-1H-benzoimidazol-2-yl)-4,5,6,7-tetrahydro-1H-pyrazolo[4,3-c]pyridine [Example 251(b)] and diethylcarbamyl chloride, and (ii) subjecting the reaction product to flash column chromatography, eluting with ethyl acetate to ethyl acetate/methanol (47:3, v/v) followed by trituration with ethanol, there was prepared 3-(5-chloro-6-methyl-1H-benzoimidazol-2-yl)-1,4,6,7-tetrahydro-pyrazolo[4,3-c]pyridine-5-carboxy... The reactants are Cl.FC1=CC=C(C=C1)C(C(CC1=CC=C(C=C1)C(F)(F)F)N)O ((1RS,2SR)-1-(4-fluorophenyl)-1-hydroxy-3-(4-(trifluoromethyl)phenyl)-2-propylamine hydrochloride), C1(CCCCC1)C(=O)Cl (cyclohexanecarbonyl chloride), C(O)([O-])=O.[Na+] (sodium hydrogen carbonate). The solvent is C(C)(=O)OCC (ethyl acetate), O (water). Reaction conditions: time 1 hour. The product is FC1=CC=C(C=C1)C(C(CC1=CC=C(C=C1)C(F)(F)F)NC(=O)C1CCCCC1)O (N-((1RS,2SR)-2-(4-fluorophenyl)-2-hydroxy-1-((4-(trifluoromethyl)phenyl)methyl)ethyl)cyclohexanecarboxamide). Yield: 68.8%. As a reaction SMILES: Cl.[F:2][C:3]1[CH:8]=[CH:7][C:6]([CH:9]([OH:23])[CH:10]([NH2:22])[CH2:11][C:12]2[CH:17]=[CH:16][C:15]([C:18]([F:21])([F:20])[F:19])=[CH:14][CH:13]=2)=[CH:5][CH:4]=1.[CH:24]1([C:30](Cl)=[O:31])[CH2:29][CH2:28][CH2:27][CH2:26][CH2:25]1.C(=O)([O-])O.[Na+]>C(OCC)(=O)C.O>[F:2][C:3]1[CH:4]=[CH:5][C:6]([CH:9]([OH:23])[CH:10]([NH:22][C:30]([CH:24]2[CH2:29][CH2:28][CH2:27][CH2:26][CH2:25]2)=[O:31])[CH2:11][C:12]2[CH:17]=[CH:16][C:15]([C:18]([F:21])([F:20])[F:19])=[CH:14][CH:13]=2)=[CH:7][CH:8]=1 |f:0.1,3.4|. Procedure: To a solution of (1RS,2SR)-1-(4-fluorophenyl)-1-hydroxy-3-(4-(trifluoromethyl)phenyl)-2-propylamine hydrochloride (200 mg, 0.57 mmol) in ethyl acetate (5 ml) were added cyclohexanecarbonyl chloride (126 mg, 0.86 mmol) and saturated aqueous sodium hydrogen carbonate (5 ml) and the mixture was stirred at room temperature for 1 hr. The reaction solution was diluted with water (50 ml), and extracted with ethyl acetate (50 ml×2). The extract was washed with saturated brine, dried over anhydrous magne...